Dataset: the Open Reaction Database (ORD), a public repository of structured organic reaction records. Task: describe an organic reaction: reactants, conditions, products, and yield The reactants are BrC1=CC(=CC(=C1)F)Br (1,3-dibromo-5-fluorobenzene), C(=O)=O (dry ice), [Li]CCCC (n-BuLi), C(C)(C)NC(C)C (diisopropylamine). Solvent: C1CCOC1 (THF), CCOCC (ether). Run at temperature 0 celsius, time 15 minute. Product: BrC1=C(C(=O)O)C(=CC(=C1)Br)F (2,4-dibromo-6-fluorobenzoic acid). RXN SMILES: [Li]CCCC.C(NC(C)C)(C)C.[Br:13][C:14]1[CH:19]=[C:18]([F:20])[CH:17]=[C:16]([Br:21])[CH:15]=1.[C:22](=[O:24])=[O:23]>C1COCC1.CCOCC>[Br:13][C:14]1[CH:15]=[C:16]([Br:21])[CH:17]=[C:18]([F:20])[C:19]=1[C:22]([OH:24])=[O:23]. Reported procedure: A solution of n-BuLi (20 mL, 50.0 mmol) was added dropwise to a solution of diisopropylamine (5.6 g, 55.0 mmol) in 200 mL of THF at −70° C. The mixture was stirred at 0° C. for 15 minutes and then recooled to −70° C. A solution of 1,3-dibromo-5-fluorobenzene (12.7 g, 50.0 mmol, in 50 mL of THF) was added dropwise. The resulting mixture was stirred at −70° C. for 2 hours then poured into fresh dry ice and stirred overnight. The mixture was diluted with 1 L of ether and washed with water twice. Th... Reactants: O=C([O-])[O-], CNC(=O)c1ccc(B(O)O)cc1, [Cl-], Cn1c(Nc2ccccc2)ncc(-c2ccc(Oc3ccnc4cc(I)sc34)c(F)c2)c1=O, [Li+], [Na+], [Na+], C1COCCO1, c1ccc(P(c2ccccc2)(c2ccccc2)[Pd](P(c2ccccc2)(c2ccccc2)c2ccccc2)(P(c2ccccc2)(c2ccccc2)c2ccccc2)P(c2ccccc2)(c2ccccc2)c2ccccc2)cc1. The product is CNC(=O)c1ccc(-c2cc3nccc(Oc4ccc(-c5cnc(Nc6ccccc6)n(C)c5=O)cc4F)c3s2)cc1. RXN SMILES: [C:55](=[O:56])([O-:57])[O-:58].[CH3:34][NH:35][C:36](=[O:37])[c:38]1[cH:39][cH:40][c:41]([B:44]([OH:45])[OH:46])[cH:42][cH:43]1.[Cl-:47].[F:1][c:2]1[cH:3][c:4](-[c:19]2[c:20](=[O:33])[n:21]([CH3:32])[c:22]([NH:25][c:26]3[cH:27][cH:28][cH:29][cH:30][cH:31]3)[n:23][cH:24]2)[cH:5][cH:6][c:7]1[O:8][c:9]1[c:10]2[c:11]([n:12][cH:13][cH:14]1)[cH:15][c:16]([I:18])[s:17]2.[Li+:48].[Na+:59].[Na+:60].[O:49]1[CH2:50][CH2:51][O:52][CH2:53][CH2:54]1.[cH:61]1[cH:62][cH:63][c:64]([P:65]([Pd:66]([P:67]([c:68]2[cH:69][cH:70][cH:71][cH:72][cH:73]2)([c:74]2[cH:75][cH:76][cH:77][cH:78][cH:79]2)[c:80]2[cH:81][cH:82][cH:83][cH:84][cH:85]2)([P:86]([c:87]2[cH:88][cH:89][cH:90][cH:91][cH:92]2)([c:93]2[cH:94][cH:95][cH:96][cH:97][cH:98]2)[c:99]2[cH:100][cH:101][cH:102][cH:103][cH:104]2)[P:105]([c:106]2[cH:107][cH:108][cH:109][cH:110][cH:111]2)([c:112]2[cH:113][cH:114][cH:115][cH:116][cH:117]2)[c:118]2[cH:119][cH:120][cH:121][cH:122][cH:123]2)([c:124]2[cH:125][cH:126][cH:127][cH:128][cH:129]2)[c:130]2[cH:131][cH:132][cH:133][cH:134][cH:135]2)[cH:136][cH:137]1>>[F:1][c:2]1[cH:3][c:4](-[c:19]2[c:20](=[O:33])[n:21]([CH3:32])[c:22]([NH:25][c:26]3[cH:27][cH:28][cH:29][cH:30][cH:31]3)[n:23][cH:24]2)[cH:5][cH:6][c:7]1[O:8][c:9]1[c:10]2[c:11]([n:12][cH:13][cH:14]1)[cH:15][c:16](-[c:41]1[cH:40][cH:39][c:38]([C:36]([NH:35][CH3:34])=[O:37])[cH:43][cH:42]1)[s:17]2. Starting materials: C(CCC)[Li] (n-butyl lithium), CCCCCC (n-hexane), resultant mixture, [Cl-].[NH4+] (ammonium chloride), CC(C#C/C=C/CN(C)CC1=CC(=CC(=C1)C)Br)(C)C (trans-N-(6,6-Dimethyl-2-hepten-4-ynyl)-N-methyl-(3-bromo-5-methylbenzyl)amine), CC(=O)C (Acetone). Run in O1CCCC1 (tetrahydrofuran). Reaction conditions: temperature -78 celsius, time 15 minute. Product: CC(C#C/C=C/CN(C)CC=1C=C(C=C(C1)C)C(C)(C)O)(C)C (trans-2-[3-{N-(6,6-Dimethyl-2-hepten-4-ynyl)-N-methylaminomethyl}-5-methylphenyl]-2-propanol). Isolated yield 53.8%. As a reaction SMILES: [CH3:1][C:2]([CH3:20])([CH3:19])[C:3]#[C:4]/[CH:5]=[CH:6]/[CH2:7][N:8]([CH2:10][C:11]1[CH:16]=[C:15]([CH3:17])[CH:14]=C(Br)[CH:12]=1)[CH3:9].[CH2:21]([Li])CCC.CCCCCC.[Cl-].[NH4+].[CH3:34][C:35]([CH3:37])=[O:36]>O1CCCC1>[CH3:1][C:2]([CH3:19])([CH3:20])[C:3]#[C:4]/[CH:5]=[CH:6]/[CH2:7][N:8]([CH2:10][C:11]1[CH:12]=[C:34]([C:35]([OH:36])([CH3:21])[CH3:37])[CH:14]=[C:15]([CH3:17])[CH:16]=1)[CH3:9] |f:3.4|. Procedure: Compound 16 (2.24 g; 6.70 mmol) was dissolved in tetrahydrofuran (25 ml), and the solution was cooled to −78° C. under nitrogen atmosphere. n-butyl lithium in n-hexane (1.56 M: 4.3 ml; 6.70 mmol) was added dropwise to the resultant mixture, and stirred for 15 minutes. Acetone (3 ml) was added dropwise to the mixture, and brought to room temperature over 3 hours, followed by stirring for 1 hour at room temperature. Reaction was stopped by dropwise addition of saturated aqueous ammonium chloride s... The reactants are CNC(CCNC)N=C=NCC (1,3-dimethylaminopropyl-3-ethyl carbodiimide), [N+](=O)([O-])C1=CC=C(C(=O)O)C=C1 (para-nitrobenzoic acid), N1CCCC1 (pyrrolidine), OC1=CC=CC=2NN=NC21 (hydroxybenzotriazole), C(C)(C)NC(C)C (diisopropylamine). The solvent is ClCCl (dichloromethane). Run at time 15 hour. Yields the product [N+](=O)([O-])C1=CC=C(C=C1)C(=O)N1CCCC1 ((4-nitrophenyl)pyrrolidin-1-yl-methanone). Reaction SMILES: [N+:1]([C:4]1[CH:12]=[CH:11][C:7]([C:8]([OH:10])=O)=[CH:6][CH:5]=1)([O-:3])=[O:2].[NH:13]1[CH2:17][CH2:16][CH2:15][CH2:14]1.OC1C2N=NNC=2C=CC=1.CNC(N=C=NCC)CCNC.C(NC(C)C)(C)C>ClCCl>[N+:1]([C:4]1[CH:5]=[CH:6][C:7]([C:8]([N:13]2[CH2:17][CH2:16][CH2:15][CH2:14]2)=[O:10])=[CH:11][CH:12]=1)([O-:3])=[O:2]. Procedure: To a solution of 1.98 g of para-nitrobenzoic acid in 50 mL of dichloromethane are successively added under argon, at 0° C., 0.781 mL of pyrrolidine, 0.13 g of hydroxybenzotriazole, 2.3 g of 1,3-dimethylaminopropyl-3-ethyl carbodiimide and 3.43 mL of diisopropylamine. The reaction mixture is then stirred at room temperature for 15 hours and then washed with water. The organic phase is then washed with saturated sodium chloride solution, dried over magnesium sulphate, filtered and concentrated und... The reactants are CO, CC(Cn1ncc2ccc3c(c21)CC(O)CO3)N=[N+]=[N-]. The product is CC(N)Cn1ncc2ccc3c(c21)CC(O)CO3. RXN SMILES: [CH3:21][OH:22].[N:1](=[N+:2]=[N-:3])[CH:4]([CH2:5][n:6]1[n:7][cH:8][c:9]2[cH:10][cH:11][c:12]3[c:13]([c:14]12)[CH2:15][CH:16]([OH:19])[CH2:17][O:18]3)[CH3:20]>>[NH2:1][CH:4]([CH2:5][n:6]1[n:7][cH:8][c:9]2[cH:10][cH:11][c:12]3[c:13]([c:14]12)[CH2:15][CH:16]([OH:19])[CH2:17][O:18]3)[CH3:20]. Reactants: C1CCOC1, CC(C)C(=O)Nc1cccc(C2CCN(CCCCCCN)CC2)c1, O=C(Cl)c1cccnc1Oc1ccccc1. The product is CC(C)C(=O)Nc1cccc(C2CCN(CCCCCCNC(=O)c3cccnc3Oc3ccccc3)CC2)c1. RXN SMILES: [CH2:42]1[O:43][CH2:44][CH2:45][CH2:46]1.[NH2:1][CH2:2][CH2:3][CH2:4][CH2:5][CH2:6][CH2:7][N:8]1[CH2:9][CH2:10][CH:11]([c:14]2[cH:15][c:16]([NH:20][C:21]([CH:22]([CH3:23])[CH3:24])=[O:25])[cH:17][cH:18][cH:19]2)[CH2:12][CH2:13]1.[O:26]([c:27]1[cH:28][cH:29][cH:30][cH:31][cH:32]1)[c:33]1[c:34]([C:35](=[O:36])[Cl:37])[cH:38][cH:39][cH:40][n:41]1>>[NH:1]([CH2:2][CH2:3][CH2:4][CH2:5][CH2:6][CH2:7][N:8]1[CH2:9][CH2:10][CH:11]([c:14]2[cH:15][c:16]([NH:20][C:21]([CH:22]([CH3:23])[CH3:24])=[O:25])[cH:17][cH:18][cH:19]2)[CH2:12][CH2:13]1)[C:35]([c:34]1[c:33]([O:26][c:27]2[cH:28][cH:29][cH:30][cH:31][cH:32]2)[n:41][cH:40][cH:39][cH:38]1)=[O:36]. Reactants: COc1ccccc1C(Cl)(c1ccccc1)c1ccccc1, O, OCCCl, c1ccncc1. Product: COc1ccccc1C(OCCCl)(c1ccccc1)c1ccccc1. Reaction SMILES: [CH3:5][O:6][c:7]1[c:8]([C:9]([c:10]2[cH:11][cH:12][cH:13][cH:14][cH:15]2)([c:16]2[cH:17][cH:18][cH:19][cH:20][cH:21]2)[Cl:22])[cH:23][cH:24][cH:25][cH:26]1.[OH2:27].[OH:1][CH2:2][CH2:3][Cl:4].[cH:28]1[cH:29][cH:30][n:31][cH:32][cH:33]1>>[O:1]([CH2:2][CH2:3][Cl:4])[C:9]([c:8]1[c:7]([O:6][CH3:5])[cH:26][cH:25][cH:24][cH:23]1)([c:10]1[cH:11][cH:12][cH:13][cH:14][cH:15]1)[c:16]1[cH:17][cH:18][cH:19][cH:20][cH:21]1. Reactants: BrCCC#CC1=CC=C(C=C1)CCCC (1-(4-Bromo-but-1-ynyl)-4-butyl-benzene), N1=CC=C(C=C1)C (4-picoline). Run in C(C)#N (acetonitrile). The product is [Br-].C(CCC)C1=CC=C(C=C1)C#CCC[N+]1=CC=C(C=C1)C (1-[4-(4-butyl-phenyl)-but-3-ynyl]-4-methyl-pyridinium bromide). The yield is 67.0%. As a reaction SMILES: [Br:1][CH2:2][CH2:3][C:4]#[C:5][C:6]1[CH:11]=[CH:10][C:9]([CH2:12][CH2:13][CH2:14][CH3:15])=[CH:8][CH:7]=1.[N:16]1[CH:21]=[CH:20][C:19]([CH3:22])=[CH:18][CH:17]=1>C(#N)C>[Br-:1].[CH2:12]([C:9]1[CH:10]=[CH:11][C:6]([C:5]#[C:4][CH2:3][CH2:2][N+:16]2[CH:21]=[CH:20][C:19]([CH3:22])=[CH:18][CH:17]=2)=[CH:7][CH:8]=1)[CH2:13][CH2:14][CH3:15] |f:3.4|. Procedure details: 1-(4-Bromo-but-1-ynyl)-4-butyl-benzene (1 mmol) was added to a solution of 4-picoline (3 mmol) in acetonitrile, and the solution was refluxed for 24 hours. The acetonitrile was removed in vacuum, and the resulting residue was partitioned between ether and water. The aqueous layer was washed extensively with ether until no picoline was left in the aqueous layer. The resulting aqueous solution of the product was extracted with chloroform. The chloroform was removed to afford the product (67%). 1HN... Reactants: NC1=CC=C(C=C1)CCOC=1C=CC2=C(N(C(=N2)COC2=CC=C(CC3C(NC(S3)=O)=O)C=C2)C)C1 (5-[4-[6-[2-(4-aminophenyl)ethoxy]-1-methyl-1H-benzimidazol-2-ylmethoxy]benzyl]thiazolidine-2,4-dione), [N+](=O)([O-])C1=CC=C(C=C1)N=C=O (4-nitrophenyl isocyanate). Solvent: CN(C=O)C (N,N-dimethylformamide). Reaction conditions: time 1 hour. Product: O=C1SC(C(N1)=O)CC1=CC=C(OCC2=NC3=C(N2C)C=C(C=C3)OCCC3=CC=C(C=C3)NC(=O)NC3=CC=C(C=C3)[N+](=O)[O-])C=C1 (1-[4-(2-[2-[4-(2,4-dioxothiazolidin-5-ylmethyl)phenoxymethyl]-1-methyl-1H-benzimidazol-6-yloxy]ethyl)phenyl]-3-(4-nitrophenyl)urea). As a reaction SMILES: [NH2:1][C:2]1[CH:7]=[CH:6][C:5]([CH2:8][CH2:9][O:10][C:11]2[CH:12]=[CH:13][C:14]3[N:18]=[C:17]([CH2:19][O:20][C:21]4[CH:34]=[CH:33][C:24]([CH2:25][CH:26]5[S:30][C:29](=[O:31])[NH:28][C:27]5=[O:32])=[CH:23][CH:22]=4)[N:16]([CH3:35])[C:15]=3[CH:36]=2)=[CH:4][CH:3]=1.[N+:37]([C:40]1[CH:45]=[CH:44][C:43]([N:46]=[C:47]=[O:48])=[CH:42][CH:41]=1)([O-:39])=[O:38]>CN(C)C=O>[O:31]=[C:29]1[NH:28][C:27](=[O:32])[CH:26]([CH2:25][C:24]2[CH:33]=[CH:34][C:21]([O:20][CH2:19][C:17]3[N:16]([CH3:35])[C:15]4[CH:36]=[C:11]([O:10][CH2:9][CH2:8][C:5]5[CH:6]=[CH:7][C:2]([NH:1][C:47]([NH:46][C:43]6[CH:42]=[CH:41][C:40]([N+:37]([O-:39])=[O:38])=[CH:45][CH:44]=6)=[O:48])=[CH:3][CH:4]=5)[CH:12]=[CH:13][C:14]=4[N:18]=3)=[CH:22][CH:23]=2)[S:30]1. Procedure: To a mixture of 5-[4-[6-[2-(4-aminophenyl)ethoxy]-1-methyl-1H-benzimidazol-2-ylmethoxy]benzyl]thiazolidine-2,4-dione (4 g) and N,N-dimethylformamide (10 ml) was added 4-nitrophenyl isocyanate (0.16 g) and the mixture was stirred at room temperature for 1 hour and allowed to stand overnight. The reaction mixture was partitioned between ethyl acetate and water. The extract was washed with saturated aqueous sodium chloride solution, dried over anhydrous sodium sulfate and then concentrated. To the ... Starting materials: C([O-])([O-])=O (Carbonate), Cl.Cl.N[C@@H](CCNCC(C)C)C ([(3R)-3-aminobutyl](2-methylpropyl)amine dihydrochloride), C([O-])([O-])=O (carbonate), CO (methanol). Solvent: ClCCl (dichloromethane). Run at time 30 minute. Yields the product N[C@@H](CCNCC(C)C)C ([(3R)-3-aminobutyl](2-methylpropyl)amine). RXN SMILES: Cl.Cl.[NH2:3][C@H:4]([CH3:12])[CH2:5][CH2:6][NH:7][CH2:8][CH:9]([CH3:11])[CH3:10].CO.C(=O)([O-])[O-]>ClCCl>[NH2:3][C@H:4]([CH3:12])[CH2:5][CH2:6][NH:7][CH2:8][CH:9]([CH3:11])[CH3:10] |f:0.1.2|. Procedure: (2R)-2-({[(1,1-Dimethylethyl)oxy]carbonyl}amino)propyl methanesulfonate. To a stirred solution of 1,1-dimethylethyl[(1R)-2-hydroxy-1-methylethyl]carbamate (5.00 g, 28.5 mmol) and triethylamine (5.92 mL, 42.9 mmol) in CH2Cl2 (30 mL) cooled to 0° C. and under a nitrogen atmosphere was added dropwise a solution of methanesulfonyl chloride (2.43 mL, 31.5 mmol) in CH2Cl2 (25 mL). Stirring was continued for 20 minutes at 0° C., after which time the reaction was judged complete by TLC analysis (1:1 hex...